From a dataset of the Open Reaction Database (ORD), a public repository of structured organic reaction records. describe an organic reaction: reactants, conditions, products, and yield Reactants: Cl.N1(CCNCC1)S(=O)(=O)N1CCOCC1 (4-(Piperazine-1-sulfonyl)-morpholine hydrochloride), C(C)(C)N(CC)C(C)C (diisopropylethylamine), ClC1=CC=C(C=C1)C1N=C(N(C1C1=CC=C(C=C1)Cl)C(=O)Cl)C1=C(C=C(C=C1)C(F)(F)F)OCC (4,5-bis-(4-chloro-phenyl)-2-(2-ethoxy-4-trifluoromethyl-phenyl)-4,5-dihydro-imidazole-1-carbonyl chloride). The solvent is C(Cl)Cl (methylene chloride), C(Cl)Cl (methylene chloride). Conditions: time 8 hour. The product is ClC1=CC=C(C=C1)C1N=C(N(C1C1=CC=C(C=C1)Cl)C(=O)N1CCN(CC1)S(=O)(=O)N1CCOCC1)C1=C(C=C(C=C1)C(F)(F)F)OCC ([4,5-bis-(4-chloro-phenyl)-2-(2-ethoxy-4-trifluoromethyl-phenyl)-4,5-dihydro-imidazol-1-yl]-[4-(morpholine-4-sulfonyl)-piperazin-1-yl]-methanone). Yield: 64.0%. Reaction SMILES: Cl.[N:2]1([S:8]([N:11]2[CH2:16][CH2:15][O:14][CH2:13][CH2:12]2)(=[O:10])=[O:9])[CH2:7][CH2:6][NH:5][CH2:4][CH2:3]1.C(N(C(C)C)CC)(C)C.[Cl:26][C:27]1[CH:32]=[CH:31][C:30]([CH:33]2[CH:37]([C:38]3[CH:43]=[CH:42][C:41]([Cl:44])=[CH:40][CH:39]=3)[N:36]([C:45](Cl)=[O:46])[C:35]([C:48]3[CH:53]=[CH:52][C:51]([C:54]([F:57])([F:56])[F:55])=[CH:50][C:49]=3[O:58][CH2:59][CH3:60])=[N:34]2)=[CH:29][CH:28]=1>C(Cl)Cl>[Cl:26][C:27]1[CH:32]=[CH:31][C:30]([CH:33]2[CH:37]([C:38]3[CH:39]=[CH:40][C:41]([Cl:44])=[CH:42][CH:43]=3)[N:36]([C:45]([N:5]3[CH2:4][CH2:3][N:2]([S:8]([N:11]4[CH2:12][CH2:13][O:14][CH2:15][CH2:16]4)(=[O:10])=[O:9])[CH2:7][CH2:6]3)=[O:46])[C:35]([C:48]3[CH:53]=[CH:52][C:51]([C:54]([F:55])([F:56])[F:57])=[CH:50][C:49]=3[O:58][CH2:59][CH3:60])=[N:34]2)=[CH:29][CH:28]=1 |f:0.1|. Procedure details: 4-(Piperazine-1-sulfonyl)-morpholine hydrochloride (0.042 mmol) was suspended in methylene chloride, and 400 uL of diisopropylethylamine was added. The mixture was added to 4,5-bis-(4-chloro-phenyl)-2-(2-ethoxy-4-trifluoromethyl-phenyl)-4,5-dihydro-imidazole-1-carbonyl chloride (10 mg, 0.019 mmol, example 3), and the reaction mixture was allowed to stand overnight. It was diluted with methylene chloride and washed with water. The organic layer was evaporated, and the residue purified by flash ch... Starting materials: O=C([O-])[O-], CI, [K+], [K+], CCOC(=O)c1cc(C2CC2)c2c(C)c(-c3ccc(N)cc3)ccn2c1=O, CN(C)C=O, O. Yields the product CCOC(=O)c1cc(C2CC2)c2c(C)c(-c3ccc(NC)cc3)ccn2c1=O. Reaction SMILES: [C:30](=[O:31])([O-:32])[O-:33].[CH3:28][I:29].[K+:34].[K+:35].[NH2:1][c:2]1[cH:3][cH:4][c:5](-[c:8]2[cH:9][cH:10][n:11]3[c:12](=[O:27])[c:13]([C:22](=[O:23])[O:24][CH2:25][CH3:26])[cH:14][c:15]([CH:19]4[CH2:20][CH2:21]4)[c:16]3[c:17]2[CH3:18])[cH:6][cH:7]1.[O:37]=[CH:38][N:39]([CH3:40])[CH3:41].[OH2:36]>>[NH:1]([c:2]1[cH:3][cH:4][c:5](-[c:8]2[cH:9][cH:10][n:11]3[c:12](=[O:27])[c:13]([C:22](=[O:23])[O:24][CH2:25][CH3:26])[cH:14][c:15]([CH:19]4[CH2:20][CH2:21]4)[c:16]3[c:17]2[CH3:18])[cH:6][cH:7]1)[CH3:30]. Starting materials: N#Cc1ccc(Br)nc1, CC(=O)OC(C)C, CC(c1ccc(B2OC(C)(C)C(C)(C)O2)cc1)N1CCC(CC(C)(C)O)(c2ccc(F)cc2)OC1=O. Yields the product CC(c1ccc(-c2ccc(C#N)cn2)cc1)N1CCC(CC(C)(C)O)(c2ccc(F)cc2)OC1=O. RXN SMILES: [Br:37][c:38]1[n:39][cH:40][c:41]([C:44]#[N:45])[cH:42][cH:43]1.[C:46]([O:47][CH:48]([CH3:49])[CH3:50])(=[O:51])[CH3:52].[F:1][c:2]1[cH:3][cH:4][c:5]([C:8]2([CH2:32][C:33]([CH3:34])([CH3:35])[OH:36])[CH2:9][CH2:10][N:11]([CH:15]([CH3:16])[c:17]3[cH:18][cH:19][c:20]([B:23]4[O:24][C:25]([CH3:26])([CH3:27])[C:28]([CH3:29])([CH3:30])[O:31]4)[cH:21][cH:22]3)[C:12](=[O:14])[O:13]2)[cH:6][cH:7]1>>[F:1][c:2]1[cH:3][cH:4][c:5]([C:8]2([CH2:32][C:33]([CH3:34])([CH3:35])[OH:36])[CH2:9][CH2:10][N:11]([CH:15]([CH3:16])[c:17]3[cH:18][cH:19][c:20](-[c:38]4[n:39][cH:40][c:41]([C:44]#[N:45])[cH:42][cH:43]4)[cH:21][cH:22]3)[C:12](=[O:14])[O:13]2)[cH:6][cH:7]1. The product is Fc1ccc2[nH]cc(C3CCNCC3)c2c1. Reactants: CCO, Fc1ccc2[nH]cc(C3=CCNCC3)c2c1, [H][H]. As a reaction SMILES: [CH3:19][CH2:20][OH:21].[F:1][c:2]1[cH:3][c:4]2[c:5]([C:11]3=[CH:12][CH2:13][NH:14][CH2:15][CH2:16]3)[cH:6][nH:7][c:8]2[cH:9][cH:10]1.[H:17][H:18]>>[F:1][c:2]1[cH:3][c:4]2[c:5]([CH:11]3[CH2:12][CH2:13][NH:14][CH2:15][CH2:16]3)[cH:6][nH:7][c:8]2[cH:9][cH:10]1. Starting materials: [Br-], CCOC(=O)c1c(-c2ccc(C(C)(C)C)cc2)c2cc(OS(=O)(=O)C(F)(F)F)ccc2n1Cc1cccc(OC)c1, CC(=O)[O-], CC(=O)[O-], C1=CCCC1, CCCC[N+](CCCC)(CCCC)CCCC, CN(C)C=O, CCOC(C)=O, CC(=O)[O-], [K+], [Pd+2]. The product is CCOC(=O)c1c(-c2ccc(C(C)(C)C)cc2)c2cc(C3C=CCC3)ccc2n1Cc1cccc(OC)c1. RXN SMILES: [Br-:52].[C:11]([CH3:12])([CH3:13])([CH3:14])[c:15]1[cH:16][cH:17][c:18](-[c:21]2[c:22]([C:47](=[O:48])[O:49][CH2:50][CH3:51])[n:23]([CH2:38][c:39]3[cH:40][c:41]([O:45][CH3:46])[cH:42][cH:43][cH:44]3)[c:24]3[cH:25][cH:26][c:27]([O:30][S:31]([C:32]([F:33])([F:34])[F:35])(=[O:36])=[O:37])[cH:28][c:29]23)[cH:19][cH:20]1.[C:81]([O-:82])(=[O:83])[CH3:84].[C:86]([O-:87])(=[O:88])[CH3:89].[CH2:1]1[CH2:2][CH:3]=[CH:4][CH2:5]1.[CH3:53][CH2:54][CH2:55][CH2:56][N+:57]([CH2:58][CH2:59][CH2:60][CH3:61])([CH2:62][CH2:63][CH2:64][CH3:65])[CH2:66][CH2:67][CH2:68][CH3:69].[CH3:70][N:71]([CH3:72])[CH:73]=[O:74].[CH3:75][CH2:76][O:77][C:78](=[O:79])[CH3:80].[CH3:7][C:8](=[O:9])[O-:10].[K+:6].[Pd+2:85]>>[CH2:1]1[CH2:2][CH:3]([c:27]2[cH:26][cH:25][c:24]3[n:23]([CH2:38][c:39]4[cH:40][c:41]([O:45][CH3:46])[cH:42][cH:43][cH:44]4)[c:22]([C:47](=[O:48])[O:49][CH2:50][CH3:51])[c:21](-[c:18]4[cH:17][cH:16][c:15]([C:11]([CH3:12])([CH3:13])[CH3:14])[cH:20][cH:19]4)[c:29]3[cH:28]2)[CH:4]=[CH:5]1.